From a dataset of the Open Reaction Database (ORD), a public repository of structured organic reaction records. describe an organic reaction: reactants, conditions, products, and yield Yields the product Cl.ClC1=C(C=CC=C1)N1N=C(C(=C1C1=CC=C(C=C1)Cl)C)C1CNCCO1 (2-[1-(2-Chlorophenyl)-5-(4-chlorophenyl)-4-methyl-1H-pyrazol-3-yl]-morpholine hydrochloride), solid. Reported procedure: The solution of 4-benzyl-2-[5-(4-chlorophenyl)-1-(2-chlorophenyl)-4-methyl-1H-pyrazol-3-yl]-morpholine 5A-1 (840 mg, 1.7 mmol), 1-chloroethyl chloroformate (0.2 ml, 1.87 mmol), and 1,8-bis(dimethylamino)naphthalene (72 mg, 0.34 mmol) in 5 ml 1,2-dichloroethane was heated to 50° C. for 3 hours. The reaction mixture was then cooled to room temperature and concentrated in vacuo. The residue was dissolved in 5 ml MeOH and heated to reflux for 2 hours. After the reaction was completed, the reaction m... Reaction SMILES: C([N:8]1[CH2:13][CH2:12][O:11][CH:10]([C:14]2[C:18]([CH3:19])=[C:17]([C:20]3[CH:25]=[CH:24][C:23]([Cl:26])=[CH:22][CH:21]=3)[N:16]([C:27]3[CH:32]=[CH:31][CH:30]=[CH:29][C:28]=3[Cl:33])[N:15]=2)[CH2:9]1)C1C=CC=CC=1.ClC(OC(Cl)C)=O.CN(C)C1C2C(=CC=CC=2N(C)C)C=CC=1>ClCCCl>[ClH:26].[Cl:33][C:28]1[CH:29]=[CH:30][CH:31]=[CH:32][C:27]=1[N:16]1[C:17]([C:20]2[CH:21]=[CH:22][C:23]([Cl:26])=[CH:24][CH:25]=2)=[C:18]([CH3:19])[C:14]([CH:10]2[O:11][CH2:12][CH2:13][NH:8][CH2:9]2)=[N:15]1 |f:4.5|. Solvent: ClCCCl (1,2-dichloroethane). Starting materials: C(C1=CC=CC=C1)N1CC(OCC1)C1=NN(C(=C1C)C1=CC=C(C=C1)Cl)C1=C(C=CC=C1)Cl (4-benzyl-2-[5-(4-chlorophenyl)-1-(2-chlorophenyl)-4-methyl-1H-pyrazol-3-yl]-morpholine), ClC(=O)OC(C)Cl (1-chloroethyl chloroformate), CN(C1=CC=CC2=CC=CC(=C12)N(C)C)C (1,8-bis(dimethylamino)naphthalene). Reactants: Cl (HCl), CC1(C=2C=CC(=CC2C(=CC1)C=1SC(=CC1)C)C#CC1=CC=C(C(=O)OCC)C=C1)C (ethyl 4-[5,6-dihydro-5,5-dimethyl-8-(5-methyl-2-thienyl)-2-naphthalenyl]ethynylbenzoate), CC1(C=2C=CC(=CC2C(=CC1)C=1SC(=CC1)C)C#CC1=CC=C(C(=O)OCC)C=C1)C (ethyl 4-[5,6-dihydro-5,5-dimethyl-8-(5-methyl-2-thienyl)-2-naphthalenyl]ethynylbenzoate), [OH-].[Na+] (NaOH). Run in CCO (EtOH), C1CCOC1 (THF). Reaction conditions: time 8 hour. The product is CC1(C=2C=CC(=CC2C(=CC1)C=1SC(=CC1)C)CCC1=CC=C(C(=O)O)C=C1)C (4-[(5,6-Dihydro-5,5-dimethyl-8-(5-methyl-2-thienyl)-2-naphthalenyl)ethyl]benzoic acid). RXN SMILES: [CH3:1][C:2]1([CH3:31])[CH2:11][CH:10]=[C:9]([C:12]2[S:13][C:14]([CH3:17])=[CH:15][CH:16]=2)[C:8]2[CH:7]=[C:6]([C:18]#[C:19][C:20]3[CH:30]=[CH:29][C:23]([C:24]([O:26]CC)=[O:25])=[CH:22][CH:21]=3)[CH:5]=[CH:4][C:3]1=2.[OH-].[Na+].Cl>CCO.C1COCC1>[CH3:1][C:2]1([CH3:31])[CH2:11][CH:10]=[C:9]([C:12]2[S:13][C:14]([CH3:17])=[CH:15][CH:16]=2)[C:8]2[CH:7]=[C:6]([CH2:18][CH2:19][C:20]3[CH:21]=[CH:22][C:23]([C:24]([OH:26])=[O:25])=[CH:29][CH:30]=3)[CH:5]=[CH:4][C:3]1=2 |f:1.2|. Procedure details: To a solution of ethyl 4-[5,6-dihydro-5,5-dimethyl-8-(5-methyl-2-thienyl)-2-naphthalenyl]ethynylbenzoate (Compound 33) (35.0 mg, 0.082 mmol) in 2 ml of EtOH and 1 ml THF at room temperature was added aqueous NaOH (1 ml, 1 M, 1 mmol). The resulting solution was stirred at room temperature overnight and then acidified with 10% HCl. Extraction with EtOAc, followed by drying over Na2SO4, and removal of the solvents under reduced pressure afforded the title compound as a colorless solid. 1H NMR (d6-a... Reactants: FC=1C=C2C(=C(C(=NC2=CC1)C(C)NC(OC(C)(C)C)=O)C1=NC=CC=C1)C1=NC=CC=C1C (tert-butyl 1-(6-fluoro-4-(3-methylpyridin-2-yl)-3-(pyridin-2-yl)-quinolin-2-yl)ethylcarbamate), FC(C(=O)O)(F)F (trifluoroacetic acid), NC1=NC=NC(=C1C#N)Cl (4-amino-6-chloropyrimidine-5-carbonitrile), C(C)(C)N(CC)C(C)C (diisopropylethylamine), NC1=NC=NC(=C1C#N)Cl (4-amino-6-chloropyrimidine-5-carbonitrile), ( R ), NC1=NC=NC(=C1C#N)N[C@@H](C)C1=NC2=CC=C(C=C2C(=C1C1=NC=CC=C1)C1=NC=CC=C1C)F ((S)-4-amino-6-(1-(6-fluoro-4-(3-methylpyridin-2-yl)-3-(pyridin-2-yl)quinolin-2-yl)ethylamino)pyrimidine-5-carbonitrile). Run in C(Cl)Cl (DCM). Conditions: time 1 hour. Yields the product NC1=NC=NC(=C1C#N)NC(C)C1=NC2=CC=C(C=C2C(=C1C1=NC=CC=C1)C1=NC=CC=C1C)F (4-Amino-6-(1-(6-fluoro-4-(3-methylpyridin-2-yl)-3-(pyridin-2-yl)quinolin-2-yl)ethylamino)pyrimidine-5-carbonitrile). RXN SMILES: FC1C=C2C(=CC=1)N=C(C(NC(=O)OC(C)(C)C)C)C(C1C=CC=CN=1)=C2C1C(C)=CC=CN=1.FC(F)(F)C(O)=O.NC1C(C#N)=C(Cl)N=CN=1.C(N(C(C)C)CC)(C)C.[NH2:61][C:62]1[C:67]([C:68]#[N:69])=[C:66]([NH:70][C@H:71]([C:73]2[C:82]([C:83]3[CH:88]=[CH:87][CH:86]=[CH:85][N:84]=3)=[C:81]([C:89]3[C:94]([CH3:95])=[CH:93][CH:92]=[CH:91][N:90]=3)[C:80]3[C:75](=[CH:76][CH:77]=[C:78]([F:96])[CH:79]=3)[N:74]=2)[CH3:72])[N:65]=[CH:64][N:63]=1>C(Cl)Cl>[NH2:61][C:62]1[C:67]([C:68]#[N:69])=[C:66]([NH:70][CH:71]([C:73]2[C:82]([C:83]3[CH:88]=[CH:87][CH:86]=[CH:85][N:84]=3)=[C:81]([C:89]3[C:94]([CH3:95])=[CH:93][CH:92]=[CH:91][N:90]=3)[C:80]3[C:75](=[CH:76][CH:77]=[C:78]([F:96])[CH:79]=3)[N:74]=2)[CH3:72])[N:65]=[CH:64][N:63]=1. Reported procedure: To a solution of tert-butyl 1-(6-fluoro-4-(3-methylpyridin-2-yl)-3-(pyridin-2-yl)-quinolin-2-yl)ethylcarbamate (0.23 g, 0.50 mmol) in DCM (5 mL) was added trifluoroacetic acid (0.97 mL, 12.5 mmol) and the resulting solution was stirred at room temperature for one hour. The solution was concentrated under reduced pressure then diluted with 1-butanol (2.5 mL) followed by the addition of 4-amino-6-chloropyrimidine-5-carbonitrile (0.082 g, 0.53 mmol) and diisopropylethylamine (0.26 mL, 1.51 mmol) an... Reactants: [Al+3], C[SiH](C)OC(CCCc1ccc(CC(=O)O)cc1)C(C)(C)C, [H-], [H-], [H-], [H-], [Li+], [Na+], [OH-], O. The product is C[SiH](C)OC(CCCc1ccc(CCO)cc1)C(C)(C)C. RXN SMILES: [Al+3:24].[C:1]([CH3:2])([CH3:3])([CH3:4])[CH:5]([CH2:6][CH2:7][CH2:8][c:9]1[cH:10][cH:11][c:12]([CH2:15][C:16](=[O:17])[OH:18])[cH:13][cH:14]1)[O:19][SiH:20]([CH3:21])[CH3:22].[H-:23].[H-:26].[H-:27].[H-:28].[Li+:25].[Na+:30].[OH-:29].[OH2:31]>>[C:1]([CH3:2])([CH3:3])([CH3:4])[CH:5]([CH2:6][CH2:7][CH2:8][c:9]1[cH:10][cH:11][c:12]([CH2:15][CH2:16][OH:17])[cH:13][cH:14]1)[O:19][SiH:20]([CH3:21])[CH3:22]. Starting materials: ClC=1N=C(C2=C(N1)C(=C(S2)CN2CCN(CC2)C(C(C)O)=O)C)N2CCOCC2 (1-[4-(2-Chloro-7-methyl-4-morpholin-4-yl-thieno[3,2-d]pyrimidin-6-ylmethyl)-piperazin-1-yl]-2-hydroxy-propan-1-one), CC1(OB(OC1(C)C)C=1C(=NC(=NC1)N)C(F)(F)F)C (5-(4, 4,5,5-Tetramethyl-[1,3,2]dioxaborolan-2-yl)-4-trifluoromethyl-pyrimidin-2-ylamine). Product: CC1(OB(OC1(C)C)C=1C(=NC(=NC1)N)C(F)(F)F)C (5-(4,4,5,5-Tetramethyl-[1,3,2]dioxaborolan-2-yl)-4-trifluoromethyl-pyrimidin-2-ylamine), NC1=NC=C(C(=N1)C(F)(F)F)C=1N=C(C2=C(N1)C(=C(S2)CN2CCN(CC2)C([C@H](C)O)=O)C)N2CCOCC2 ((S)-1-(4-((2-(2-Amino-4-(trifluoromethyl)pyrimidin-5-yl)-7-methyl-4-morpholinothieno[3,2-d]pyrimidin-6-yl)methyl)piperazin-1-yl)-2-hydroxypropan-1-one). RXN SMILES: Cl[C:2]1[N:3]=[C:4]([N:24]2[CH2:29][CH2:28][O:27][CH2:26][CH2:25]2)[C:5]2[S:10][C:9]([CH2:11][N:12]3[CH2:17][CH2:16][N:15]([C:18](=[O:22])[CH:19]([OH:21])[CH3:20])[CH2:14][CH2:13]3)=[C:8]([CH3:23])[C:6]=2[N:7]=1.[CH3:30][C:31]1([CH3:49])[C:35]([CH3:37])([CH3:36])[O:34][B:33]([C:38]2[C:39]([C:45]([F:48])([F:47])[F:46])=[N:40][C:41]([NH2:44])=[N:42][CH:43]=2)[O:32]1>>[CH3:36][C:35]1([CH3:37])[C:31]([CH3:30])([CH3:49])[O:32][B:33]([C:38]2[C:39]([C:45]([F:46])([F:47])[F:48])=[N:40][C:41]([NH2:44])=[N:42][CH:43]=2)[O:34]1.[NH2:44][C:41]1[N:40]=[C:39]([C:45]([F:48])([F:46])[F:47])[C:38]([C:2]2[N:3]=[C:4]([N:24]3[CH2:29][CH2:28][O:27][CH2:26][CH2:25]3)[C:5]3[S:10][C:9]([CH2:11][N:12]4[CH2:17][CH2:16][N:15]([C:18](=[O:22])[C@@H:19]([OH:21])[CH3:20])[CH2:14][CH2:13]4)=[C:8]([CH3:23])[C:6]=3[N:7]=2)=[CH:43][N:42]=1. Reported procedure: 5-(4,4,5,5-Tetramethyl-[1,3,2]dioxaborolan-2-yl)-4-trifluoromethyl-pyrimidin-2-ylamine was prepared according to WO2007/084786. 110 mg of 1-[4-(2-Chloro-7-methyl-4-morpholin-4-yl-thieno[3,2-d]pyrimidin-6-ylmethyl)-piperazin-1-yl]-2-hydroxy-propan-1-one, prepared as in Example 118, was coupled to 5-(4, 4,5,5-Tetramethyl-[1,3,2]dioxaborolan-2-yl)-4-trifluoromethyl-pyrimidin-2-ylamine via General Procedure A to yield 20 mg of 325 MS (Q1) 567.2 (M)+.